From a dataset of the Open Reaction Database (ORD), a public repository of structured organic reaction records. describe an organic reaction: reactants, conditions, products, and yield The reactants are C([O-])([O-])=O.[Na+].[Na+] (Sodium carbonate), IC (iodomethane), IC (iodomethane), C([O-])([O-])=O.[K+].[K+] (Potassium carbonate), IC (iodomethane), ice water, C([O-])([O-])=O.[Na+].[Na+] (sodium carbonate), IC (iodomethane), C([O-])([O-])=O.[Na+].[Na+] (sodium carbonate), IC (iodomethane), [H-].[Na+] (Sodium hydride), ClC=1C(=C(C=CC1)CNC=1N=C(SC1C(=O)N)N1CCOCC1)C (4-{[(3-chloro-2-methylphenyl)methyl]amino}-2-(4-morpholinyl)-1,3-thiazole-5-carboxamide), C(=S)(N1C=NC=C1)N1C=NC=C1 (1,1′-thiocarbonyldiimidazole). Run in O1CCCC1 (Tetrahydrofuran), CN(C=O)C (N,N-Dimethylformamide), O1CCCC1 (Tetrahydrofuran). Run at time 21 hour. The product is ClC=1C(=C(C=CC1)CN1C(=NC(C2=C1N=C(S2)N2CCOCC2)=O)SC)C (4-[(3-chloro-2-methylphenyl)methyl]-5-(methylthio)-2-(4-morpholinyl)[1,3]thiazolo[4,5-d]pyrimidin-7(4H)-one). The yield is 65.6%. As a reaction SMILES: [H-].[Na+].[Cl:3][C:4]1[C:5]([CH3:26])=[C:6]([CH2:10][NH:11][C:12]2[N:13]=[C:14]([N:20]3[CH2:25][CH2:24][O:23][CH2:22][CH2:21]3)[S:15][C:16]=2[C:17]([NH2:19])=[O:18])[CH:7]=[CH:8][CH:9]=1.[C:27](N1C=CN=C1)(N1C=CN=C1)=[S:28].IC.[C:41](=O)([O-])[O-].[Na+].[Na+].C(=O)([O-])[O-].[K+].[K+]>O1CCCC1.CN(C)C=O>[Cl:3][C:4]1[C:5]([CH3:26])=[C:6]([CH2:10][N:11]2[C:12]3[N:13]=[C:14]([N:20]4[CH2:21][CH2:22][O:23][CH2:24][CH2:25]4)[S:15][C:16]=3[C:17](=[O:18])[N:19]=[C:41]2[S:28][CH3:27])[CH:7]=[CH:8][CH:9]=1 |f:0.1,5.6.7,8.9.10|. Reported procedure: Sodium hydride (2.62 g, 65.4 mmol) was added portionwise to a suspension of 4-{[(3-chloro-2-methylphenyl)methyl]amino}-2-(4-morpholinyl)-1,3-thiazole-5-carboxamide (3 g, 8.18 mmol) and 1,1′-thiocarbonyldiimidazole (4.37 g, 24.53 mmol) in Tetrahydrofuran (THF) (80 mL). The mixture was stirred at rt for 21 h, then quenched by the dropwise addition of water. The solvent was evaporated and the residue was suspended in water. The pH was adjusted to about 7 by the addition of 6 N HCl, while cooling in...